This data is from the Open Reaction Database (ORD), a public repository of structured organic reaction records. The task is: describe an organic reaction: reactants, conditions, products, and yield The reactants are ClCC1=NC2=CC=CC=C2C(=N1)N(C)C1=CC=C(C=C1)OC ((2-chloromethyl-quinazolin-4-yl)-(4-methoxy-phenyl)-methyl-amine), N1C(CCC1)=O (2-pyrrolidinone), C(CCC)[Li] (n-butyllithium), COC1=CC=C(C=C1)CNC1=NC(=NC2=CC=CC=C12)CN1C(CCCC1)=O (1-{4-[(4-methoxyphenyl)methylamino]quinazolin-2-ylmethyl}piperidin-2-one). Solvent: C1CCOC1 (THF). Product: COC1=CC=C(C=C1)N(C1=NC(=NC2=CC=CC=C12)CN1C(CCC1)=O)C (1-{4-[(4-Methoxy-phenyl)-methyl-amino]-quinazolin-2-ylmethyl}-pyrrolidin-2-one). As a reaction SMILES: Cl[CH2:2][C:3]1[N:12]=[C:11]([N:13]([C:15]2[CH:20]=[CH:19][C:18]([O:21][CH3:22])=[CH:17][CH:16]=2)[CH3:14])[C:10]2[C:5](=[CH:6][CH:7]=[CH:8][CH:9]=2)[N:4]=1.[NH:23]1[CH2:27][CH2:26][CH2:25][C:24]1=[O:28].C([Li])CCC.COC1C=CC(CNC2C3C(=CC=CC=3)N=C(CN3CCCCC3=O)N=2)=CC=1>C1COCC1>[CH3:22][O:21][C:18]1[CH:19]=[CH:20][C:15]([N:13]([CH3:14])[C:11]2[C:10]3[C:5](=[CH:6][CH:7]=[CH:8][CH:9]=3)[N:4]=[C:3]([CH2:2][N:23]3[CH2:27][CH2:26][CH2:25][C:24]3=[O:28])[N:12]=2)=[CH:16][CH:17]=1. Reported procedure: The title compound was prepared from (2-chloromethyl-quinazolin-4-yl)-(4-methoxy-phenyl)-methyl-amine (150 mg, 0.43 mmol), 2-pyrrolidinone (128 mg, 1.5 mmol) and n-butyllithium (2.5 M in THF, 1.2 mL, 3 mmol) in THF (2 mL) by a procedure similar to the preparation of 1-{4-[(4-methoxyphenyl)methylamino]quinazolin-2-ylmethyl}piperidin-2-one in Example 252 and was isolated as a yellow solid. 1H NMR (CDCl3) δ 7.75-7.73 (m, 1H), 7.55-7.51 (m, 1H), 7.13-7.10 (d, 2H), 6.99-6.97 (m, 2H), 6.93-6.90 (d, 2H... Reactants: C(C1=CC=CC=C1)N1C(N([C@H]2[C@@H]1COC2=O)CC2=CC=CC=C2)=O ((+)-cis-1,3-dibenzylhexahydrofuro[3,4-d]imidazole-2,4-dione), C(C)(=O)[O-].[Na+] (sodium acetate), [S] (sulfur), polyethylene glycol, Cl (hydrochloric acid), S (hydrogen sulfide), resultant mixture, resultant mixture, S (hydrogen sulfide). The reagents and catalysts are [Zn] (zinc). The solvent is O (water), C1(=CC=CC=C1)C (toluene). Conditions: temperature 90 celsius, time 4.5 hour. The product is C(C1=CC=CC=C1)N1C(N([C@H]2[C@@H]1CSC2=O)CC2=CC=CC=C2)=O ((+)-cis-1,3-dibenzylhexahydrothieno[3,4-d]imidazole-2,4-dione). Reaction SMILES: [CH2:1]([N:8]1[C@H:12]2[CH2:13][O:14][C:15](=O)[C@H:11]2[N:10]([CH2:17][C:18]2[CH:23]=[CH:22][CH:21]=[CH:20][CH:19]=2)[C:9]1=[O:24])[C:2]1[CH:7]=[CH:6][CH:5]=[CH:4][CH:3]=1.C([O-])(=O)C.[Na+].[S].[SH2:31].Cl>[Zn].O.C1(C)C=CC=CC=1>[CH2:1]([N:8]1[C@H:12]2[CH2:13][S:31][C:15](=[O:14])[C@H:11]2[N:10]([CH2:17][C:18]2[CH:23]=[CH:22][CH:21]=[CH:20][CH:19]=2)[C:9]1=[O:24])[C:2]1[CH:7]=[CH:6][CH:5]=[CH:4][CH:3]=1 |f:1.2,^3:29|. Procedure details: After heating to 90° C. a mixture of 38.68 g of (+)-cis-1,3-dibenzylhexahydrofuro[3,4-d]imidazole-2,4-dione, 6.04 g of sodium acetate, 2.49 g of sulfur and 47.56 g of polyethylene glycol (the average molecular weight: 600), it was stirred for 4.5 hours at the temperature while blowing 4.50 g of hydrogen sulfide at a rate of 10 ml/minute. Then blowing of hydrogen sulfide was stopped and the resultant mixture was stirred for 5 hours at the temperature. After cooling the reaction mixture to room te... Reactants: S(O)(O)(=O)=O (sulfuric acid), NC1=C(C(=O)NCC2=CC(=C(C=C2)OC)Cl)C=C(C=C1)Br (2-amino-5-bromo-N-(3-chloro-4-methoxybenzyl)benzamide), C1(CCCC1)=O (cyclopentanone), [BH4-].[Na+] (sodium borohydride), C([O-])(O)=O.[Na+] (sodium bicarbonate), C1(CCCC1)=O (cyclopentanone), [BH4-].[Na+] (sodium borohydride), S(O)(O)(=O)=O (sulfuric acid). Solvent: O1CCCC1 (tetrahydrofuran), O1CCCC1 (tetrahydrofuran), O1CCCC1 (tetrahydrofuran), O (water). The product is Cl.BrC=1C=CC(=C(C(=O)NCC2=CC(=C(C=C2)OC)Cl)C1)NC1CCCC1 (5-bromo-N-(3-chloro-4-methoxybenzyl)-2-(cycloperitylamino)benzamide hydrochloride). Yield: 155.1%. Reaction SMILES: S(=O)(=O)(O)O.[NH2:6][C:7]1[CH:25]=[CH:24][C:23]([Br:26])=[CH:22][C:8]=1[C:9]([NH:11][CH2:12][C:13]1[CH:18]=[CH:17][C:16]([O:19][CH3:20])=[C:15]([Cl:21])[CH:14]=1)=[O:10].[C:27]1(=O)[CH2:31][CH2:30][CH2:29][CH2:28]1.[BH4-].[Na+].C(=O)(O)[O-].[Na+]>O1CCCC1.O>[ClH:21].[Br:26][C:23]1[CH:24]=[CH:25][C:7]([NH:6][CH:27]2[CH2:31][CH2:30][CH2:29][CH2:28]2)=[C:8]([CH:22]=1)[C:9]([NH:11][CH2:12][C:13]1[CH:18]=[CH:17][C:16]([O:19][CH3:20])=[C:15]([Cl:21])[CH:14]=1)=[O:10] |f:3.4,5.6,9.10|. Reported procedure: A solution of 97% sulfuric acid (79 mg) in tetrahydrofuran (0.5 mL) was added to a mixture of 2-amino-5-bromo-N-(3-chloro-4-methoxybenzyl)benzamide (199 mg), cyclopentanone (68 mg) and sodium borohydride (31 mg) in tetrahydrofuran (3 mL). The mixture was stirred for an hour at ambient temperature. Then cyclopentanone (68 mg), sodium borohydride (31 mg) and a solution of 97% sulfuric acid (80 mg) in tetrahydrofuran (0.5 mL) were added to the reaction mixture. After stirring for additional 2 hours... Starting materials: Oc1ccc(Br)cc1, CS(C)=O, CCOC(=O)CC(=O)CCl, Cl, [Na+], [OH-], O. The product is CCOC(=O)CC(=O)COc1ccc(Br)cc1. RXN SMILES: [Br:3][c:4]1[cH:5][cH:6][c:7]([OH:10])[cH:8][cH:9]1.[CH3:23][S:24]([CH3:25])=[O:26].[Cl:11][CH2:12][C:13]([CH2:14][C:15](=[O:16])[O:17][CH2:18][CH3:19])=[O:20].[ClH:21].[Na+:2].[OH-:1].[OH2:22]>>[Br:3][c:4]1[cH:5][cH:6][c:7]([O:10][CH2:12][C:13]([CH2:14][C:15](=[O:16])[O:17][CH2:18][CH3:19])=[O:20])[cH:8][cH:9]1. The reactants are NC[C@H]1N(CCC[C@H]1C)C(=O)C1=C(C=CC(=C1)C)C=1C=NN(C1)C (((2S,3R)-2-(aminomethyl)-3-methylpiperidin-1-yl)(5-methyl-2-(1-methyl-1H-pyrazol-4-yl)phenyl)methanone), CC=1C(=C(C(=O)O)C=CC1)N1N=CC=N1 (3-methyl-2-(2H-1,2,3-triazol-2-yl)benzoic acid). Yields the product NC[C@H]1N(CCC[C@H]1C)C(=O)C1=C(C(=CC=C1)C)N1N=CC=N1 (((2S,3R)-2-(Aminomethyl)-3-methylpiperidin-1-yl)(3-methyl-2-(2H-1,2,3-triazol-2-yl)phenyl)methanone). Reaction SMILES: [NH2:1][CH2:2][C@@H:3]1[C@H:8]([CH3:9])[CH2:7][CH2:6][CH2:5][N:4]1[C:10]([C:12]1[CH:17]=[C:16]([CH3:18])[CH:15]=[CH:14][C:13]=1C1C=NN(C)C=1)=[O:11].CC1C([N:35]2[N:39]=[CH:38][CH:37]=[N:36]2)=C(C=CC=1)C(O)=O>>[NH2:1][CH2:2][C@@H:3]1[C@H:8]([CH3:9])[CH2:7][CH2:6][CH2:5][N:4]1[C:10]([C:12]1[CH:13]=[CH:14][CH:15]=[C:16]([CH3:18])[C:17]=1[N:35]1[N:39]=[CH:38][CH:37]=[N:36]1)=[O:11]. Procedure details: The title compound was prepared following the same general protocol as described for ((2S,3R)-2-(aminomethyl)-3-methylpiperidin-1-yl)(5-methyl-2-(1-methyl-1H-pyrazol-4-yl)phenyl)methanone in Example A1 using 3-methyl-2-(2H-1,2,3-triazol-2-yl)benzoic acid. MS (ESI) 314(M+H). RXN SMILES: N[C:2]1[CH:7]=[CH:6][C:5]([N:8]2[CH2:13][CH2:12][CH:11]([OH:14])[CH2:10][CH2:9]2)=[CH:4][CH:3]=1.N([O-])=O.[Na+].[OH-].[Na+].[BrH:21]>O>[Br:21][C:2]1[CH:7]=[CH:6][C:5]([N:8]2[CH2:13][CH2:12][CH:11]([OH:14])[CH2:10][CH2:9]2)=[CH:4][CH:3]=1 |f:1.2,3.4|. Run in O (water). The reactants are N(=O)[O-].[Na+] (NaNO2), [OH-].[Na+] (NaOH), NC1=CC=C(C=C1)N1CCC(CC1)O (1-(4-aminophenyl)piperidin-4-ol), Br (HBr), CuBr, Br (HBr). Yields the product BrC1=CC=C(C=C1)N1CCC(CC1)O (1-(4-bromophenyl)piperidin-4-ol). Run at temperature 0 celsius, time 15 minute. Procedure: 1-(4-aminophenyl)piperidin-4-ol (600 mg, 3.12 mmol), HBr (14 mL, 48%), was mixed and cooled to 0° C., the solution of NaNO2 (215 mg, 3.12 mmol) in 2.3 mL water was added in. the mixture was stirred for 15 minutes, the solution of CuBr (246 mg, 1.72 mmol) in HBr (4.4 mL 4.8%) was added and reacted at 100° C. for 3 hours. 2M NaOH solution was added, extracted by EA, washed by 2M NaOH, dried over Na2SO4, concentrated and purified by flash chromatography. (PE:EA=3:1) to give 520 mg pale brown solid. Reactants: S1C=NC=C1 (thiazole), IC1=CC=CC=C1 (iodobenzene), C(C)(=O)[O-].[K+] (potassium acetate). The reagents and catalysts are C=1C=CC(=CC1)[P](C=2C=CC=CC2)(C=3C=CC=CC3)[Pd]([P](C=4C=CC=CC4)(C=5C=CC=CC5)C=6C=CC=CC6)([P](C=7C=CC=CC7)(C=8C=CC=CC8)C=9C=CC=CC9)[P](C=1C=CC=CC1)(C=1C=CC=CC1)C=1C=CC=CC1 (tetrakis(triphenylphosphine)palladium). Solvent: CN(C(C)=O)C (N,N-dimethylacetamide). Reaction conditions: temperature 100 celsius. Yields the product C1(=CC=CC=C1)C1=CN=CS1 (5-phenylthiazole). RXN SMILES: [S:1]1[CH:5]=[CH:4][N:3]=[CH:2]1.I[C:7]1[CH:12]=[CH:11][CH:10]=[CH:9][CH:8]=1.C([O-])(=O)C.[K+]>CN(C)C(=O)C.C1C=CC([P]([Pd]([P](C2C=CC=CC=2)(C2C=CC=CC=2)C2C=CC=CC=2)([P](C2C=CC=CC=2)(C2C=CC=CC=2)C2C=CC=CC=2)[P](C2C=CC=CC=2)(C2C=CC=CC=2)C2C=CC=CC=2)(C2C=CC=CC=2)C2C=CC=CC=2)=CC=1>[C:7]1([C:5]2[S:1][CH:2]=[N:3][CH:4]=2)[CH:12]=[CH:11][CH:10]=[CH:9][CH:8]=1 |f:2.3,^1:27,29,48,67|. Procedure: A solution of thiazole (10.0 g), iodobenzene (2.63 ml), tetrakis(triphenylphosphine)palladium (0) (1.36 g) and potassium acetate (3.46 g) in N,N-dimethylacetamide (100 ml) was stirred under heating at 100° C. overnight. The solvent was evaporated under reduced pressure, and added to the residue was ethyl acetate. The mixture was washed successively with water and brine, and dried over sodium sulfate. The solvent was evaporated under reduced pressure, and the residue was purified by silica gel co... Reactants: OC=1C=C(C(=O)N)C=CC1 (3-hydroxybenzamide), C1(=CC=C(C=C1)S(=O)(=O)OCCCl)C (2-chloroethyl p-toluenesulphonate), C([O-])([O-])=O.[K+].[K+] (potassium carbonate), resultant mixture. The solvent is C(C)C(=O)C (methyl ethyl ketone). The product is ClCCOC=1C=C(C(=O)N)C=CC1 (3-(2-Chloroethoxy)benzamide). Yield: 70.6%. As a reaction SMILES: [OH:1][C:2]1[CH:3]=[C:4]([CH:8]=[CH:9][CH:10]=1)[C:5]([NH2:7])=[O:6].C1(C)C=CC(S(O[CH2:21][CH2:22][Cl:23])(=O)=O)=CC=1.C(=O)([O-])[O-].[K+].[K+]>C(C(C)=O)C>[Cl:23][CH2:22][CH2:21][O:1][C:2]1[CH:3]=[C:4]([CH:8]=[CH:9][CH:10]=1)[C:5]([NH2:7])=[O:6] |f:2.3.4|. Procedure: To a solution of 3-hydroxybenzamide (21.6 g) in methyl ethyl ketone ("MEK") was added 2-chloroethyl p-toluenesulphonate (55.46 g) and potassium carbonate (16.0 g). After stirring at reflux for 6 hours, the resultant mixture was poured onto water and a colourless solid filtered off. Crystallisation from ethanol gave the title compound, (22.2 g), m.p. 125°-126°. The reactants are solution, B(Cl)(Cl)Cl (boron trichloride), CO (methanol), COC1=C(C=O)C=C(C=C1)OC1=C2CCCC2=C(C=C1C)[N+](=O)[O-] (2-Methoxy-5-(5-methyl-7-nitroindan-4-yloxy) benzaldehyde), Cl (hydrochloric acid). The solvent is ClCCl (dichloromethane), ClCCl (dichloromethane). The product is OC1=C(C=O)C=C(C=C1)OC1=C2CCCC2=C(C=C1C)[N+](=O)[O-] (2-Hydroxy-5-(5-methyl-7-nitroindan-4-yloxy)benzaldehyde). Isolated yield 74.6%. RXN SMILES: C[O:2][C:3]1[CH:10]=[CH:9][C:8]([O:11][C:12]2[C:20]([CH3:21])=[CH:19][C:18]([N+:22]([O-:24])=[O:23])=[C:17]3[C:13]=2[CH2:14][CH2:15][CH2:16]3)=[CH:7][C:4]=1[CH:5]=[O:6].B(Cl)(Cl)Cl.CO.Cl>ClCCl>[OH:2][C:3]1[CH:10]=[CH:9][C:8]([O:11][C:12]2[C:20]([CH3:21])=[CH:19][C:18]([N+:22]([O-:24])=[O:23])=[C:17]3[C:13]=2[CH2:14][CH2:15][CH2:16]3)=[CH:7][C:4]=1[CH:5]=[O:6]. Reported procedure: 2-Methoxy-5-(5-methyl-7-nitroindan-4-yloxy) benzaldehyde (2.03 g) was dissolved in dichloromethane (80 mL). To the solution was added dropwise a 1 mol/L solution of boron trichloride in dichloromethane (20 mL) under ice-cooling with stirring. The reaction mixture was stirred at room temperature for 24 hours. To the reaction mixture was added dropwise methanol (10 mL) under ice-cooling with stirring. After adding diluted hydrochloric acid, the reaction mixture was extracted with ethyl acetate. Th... Starting materials: OC1CCC(CC1)N1C(C2=CC=CC=C2C1=O)=O (2-(4-hydroxycyclohexyl)-1H-isoindole-1,3(2H)-dione), C=1C=C[NH+]=CC1.[O-][Cr](=O)(=O)Cl (PCC). Run in C(Cl)Cl (CH2Cl2), C(Cl)Cl (CH2Cl2), CCOCC (Et2O). Reaction conditions: time 3.5 hour. The product is O=C1CCC(CC1)N1C(C2=CC=CC=C2C1=O)=O (2-(4-oxocyclohexyl)-1H-isoindole-1,3(2H)-dione). Yield: 65.6%. Reaction SMILES: [OH:1][CH:2]1[CH2:7][CH2:6][CH:5]([N:8]2[C:16](=[O:17])[C:15]3[C:10](=[CH:11][CH:12]=[CH:13][CH:14]=3)[C:9]2=[O:18])[CH2:4][CH2:3]1.C1C=C[NH+]=CC=1.[O-][Cr](Cl)(=O)=O>C(Cl)Cl.CCOCC>[O:1]=[C:2]1[CH2:7][CH2:6][CH:5]([N:8]2[C:16](=[O:17])[C:15]3[C:10](=[CH:11][CH:12]=[CH:13][CH:14]=3)[C:9]2=[O:18])[CH2:4][CH2:3]1 |f:1.2|. Procedure details: A solution of 2-(4-hydroxycyclohexyl)-1H-isoindole-1,3(2H)-dione (3.10 g, 12.6 mmol) in CH2Cl2 (25.0 mL) was added to a slurry of PCC (4.10 g, 19.0 mmol) in CH2Cl2 (15.0 mL) and stirred at room temperature for 3.5 hours. The reaction was diluted with Et2O (60.0 mL), decanted and the residue swirled with Et2O (2×40.0 mL). The combined ether layers were filtered through florisil and concentrated in vacuo to dryness, and the residue was recrystallized from ethyl acetate/hexane to give 2.01 g (65%) ...